Dataset: the Open Reaction Database (ORD), a public repository of structured organic reaction records. Task: describe an organic reaction: reactants, conditions, products, and yield Starting materials: CC(=O)C1=CC(OC)=C(O)C=C1 (acetovanillone), C(C)N1CC2C(C1)O2 (1-ethyl-3,4-epoxypyrrolidine), C(C(=O)O)(=O)O (oxalic acid), C(C)(C)O (isopropyl alcohol). Reagents/catalysts: O (water). The product is C(C(=O)O)(=O)O.C(C)N1C[C@H]([C@@H](C1)O)OC1=C(C=C(C=C1)C(C)=O)OC.C(C(=O)O)(=O)O.C(C(=O)O)(=O)O.C(C)N1C[C@H]([C@@H](C1)O)OC1=C(C=C(C=C1)C(C)=O)OC (Trans-1-{4-[(1-ethyl-4-hydroxy-3-pyrrolidinyl)oxy]-3-methoxyphenyl}ethanone Sesquioxalate). Reaction SMILES: [CH3:1][C:2]([C:4]1[CH:12]=[CH:11][C:9]([OH:10])=[C:6]([O:7][CH3:8])[CH:5]=1)=[O:3].[CH2:13]([N:15]1[CH2:19][CH:18]2[O:20][CH:17]2[CH2:16]1)[CH3:14].[C:21]([OH:26])(=[O:25])[C:22]([OH:24])=[O:23].C(O)(C)C>O>[C:21]([OH:26])(=[O:25])[C:22]([OH:24])=[O:23].[CH2:13]([N:15]1[CH2:16][C@@H:17]([OH:20])[C@H:18]([O:10][C:9]2[CH:11]=[CH:12][C:4]([C:2](=[O:3])[CH3:1])=[CH:5][C:6]=2[O:7][CH3:8])[CH2:19]1)[CH3:14].[C:21]([OH:26])(=[O:25])[C:22]([OH:24])=[O:23].[C:21]([OH:26])(=[O:25])[C:22]([OH:24])=[O:23].[CH2:13]([N:15]1[CH2:16][C@@H:17]([OH:20])[C@H:18]([O:10][C:9]2[CH:11]=[CH:12][C:4]([C:2](=[O:3])[CH3:1])=[CH:5][C:6]=2[O:7][CH3:8])[CH2:19]1)[CH3:14] |f:5.6.7.8.9|. Procedure: A mixture of 17.0 g. (0.15 mole) of acetovanillone and 1-ethyl-3,4-epoxypyrrolidine and 3 drops of water was heated on a steam bath overnight. The mixture was dissolved in 250 ml. of methylene chloride and extracted with three 150-ml. portions of 5% sodium hydroxide and one 100-ml. portion of water. The methylene chloride layer was dried over anhydrous sodium sulfate and concentrated to give 19.0 g. crude oil. This oil was chromatographed on 400 g. of silica gel. The desired product was eluted w... Reactants: C(C1=CN=CC=C1)(=O)O[C@H]1C[C@@H]2CC[C@H]3[C@@H]4CC[C@H](C(C)=O)[C@]4(CC[C@@H]3[C@]2(CC1)C)C (3α-nicotinoyloxy-5α-pregnan-20-one), CI (methyliodide). Solvent: CC(=O)C (acetone). Product: [I-].CN1CC(C(=O)O[C@H]2C[C@@H]3CC[C@H]4[C@@H]5CC[C@H](C(C)=O)[C@]5(CC[C@@H]4[C@]3(CC2)C)C)=CC=C1 (3α-N-methyl-nicotinoyloxy,5α-pregnan-20-one iodide). As a reaction SMILES: [C:1]([O:9][C@@H:10]1[CH2:29][CH2:28][C@@:27]2([CH3:30])[C@@H:12]([CH2:13][CH2:14][C@@H:15]3[C@@H:26]2[CH2:25][CH2:24][C@@:23]2([CH3:31])[C@H:16]3[CH2:17][CH2:18][C@@H:19]2[C:20](=[O:22])[CH3:21])[CH2:11]1)(=[O:8])[C:2]1[CH:7]=[CH:6][CH:5]=[N:4][CH:3]=1.[CH3:32][I:33]>CC(C)=O>[I-:33].[CH3:32][N:4]1[CH:5]=[CH:6][CH:7]=[C:2]([C:1]([O:9][C@@H:10]2[CH2:29][CH2:28][C@@:27]3([CH3:30])[C@@H:12]([CH2:13][CH2:14][C@@H:15]4[C@@H:26]3[CH2:25][CH2:24][C@@:23]3([CH3:31])[C@H:16]4[CH2:17][CH2:18][C@@H:19]3[C:20](=[O:22])[CH3:21])[CH2:11]2)=[O:8])[CH2:3]1 |f:3.4|. Procedure: A mixture of 3α-nicotinoyloxy-5α-pregnan-20-one (770 mg, 421 g/m, 1.8 mmol) and methyliodide (3.0 mL, 141 g/m, -20 mmol) in 30 mL of acetone was refluxed gently for 17 hours. The reaction mixture was concentrated in vacuo to give the crude product. Starting materials: [Si](C1=CC=CC=C1)(C1=CC=CC=C1)(C(C)(C)C)OCC1=CC=C(C(=C1N1C[C@H](O[C@H](C1)C)C)F)F ((2R,6S)-4-[6-({[tert-Butyl(diphenyl)silyl]oxy}methyl)-2,3-difluorophenyl]-2,6-dimethylmorpholine), [Si](C1=CC=CC=C1)(C1=CC=CC=C1)(C(C)(C)C)OCC1=CC=C(C(=C1N1C[C@H](O[C@H](C1)C)C)F)F ((2R,6S)-4-[6-({[tert-Butyl(diphenyl)silyl]oxy}methyl)-2,3-difluorophenyl]-2,6-dimethylmorpholine), FC(C(=O)N(C)OC)(F)F (2,2,2-trifluoro-N-methoxy-N-methylacetamide). Yields the product [Si](C1=CC=CC=C1)(C1=CC=CC=C1)(C(C)(C)C)OCC=1C(=C(C(=C(C1)C(C(F)(F)F)=O)F)F)N1C[C@H](O[C@H](C1)C)C (1-(5-((tert-butyldiphenylsilyloxy)methyl)-4-((2R,6S)-2,6-dimethylmorpholino)-2,3-difluorophenyl)-2,2,2-trifluoroethanone). Reaction SMILES: [Si:1]([O:18][CH2:19][C:20]1[C:25]([N:26]2[CH2:31][C@H:30]([CH3:32])[O:29][C@H:28]([CH3:33])[CH2:27]2)=[C:24]([F:34])[C:23]([F:35])=[CH:22][CH:21]=1)([C:14]([CH3:17])([CH3:16])[CH3:15])([C:8]1[CH:13]=[CH:12][CH:11]=[CH:10][CH:9]=1)[C:2]1[CH:7]=[CH:6][CH:5]=[CH:4][CH:3]=1.[F:36][C:37]([F:45])([F:44])[C:38](N(OC)C)=[O:39]>>[Si:1]([O:18][CH2:19][C:20]1[C:25]([N:26]2[CH2:31][C@H:30]([CH3:32])[O:29][C@H:28]([CH3:33])[CH2:27]2)=[C:24]([F:34])[C:23]([F:35])=[C:22]([C:38](=[O:39])[C:37]([F:45])([F:44])[F:36])[CH:21]=1)([C:14]([CH3:16])([CH3:17])[CH3:15])([C:2]1[CH:7]=[CH:6][CH:5]=[CH:4][CH:3]=1)[C:8]1[CH:13]=[CH:12][CH:11]=[CH:10][CH:9]=1. Procedure details: Starting materials (2R,6S)-4-(6-((tert-butyldiphenylsilyloxy)methyl)-2,3-difluorophenyl)-2,6-dimethylmorpholine (Intermediate 3) and 2,2,2-trifluoro-N-methoxy-N-methylacetamide. Compound exists in the hydrated form. Starting materials: Cl.C(C)OCC=1NC(=C(N1)C(=O)OCC)C(=O)OCC (diethyl 2-ethoxymethylimidazole-4,5-dicarboxylate hydrochloride), C(=O)(O)[O-].[Na+] (sodium hydrocarbonate). Solvent: C(C)(=O)OCC (ethyl acetate). The product is C(C)OCC=1NC(=C(N1)C(=O)OCC)C(=O)OCC (Diethyl 2-ethoxymethylimidazole-4,5-dicarboxylate). RXN SMILES: Cl.[CH2:2]([O:4][CH2:5][C:6]1[NH:7][C:8]([C:16]([O:18][CH2:19][CH3:20])=[O:17])=[C:9]([C:11]([O:13][CH2:14][CH3:15])=[O:12])[N:10]=1)[CH3:3].C([O-])(O)=O.[Na+]>C(OCC)(=O)C>[CH2:2]([O:4][CH2:5][C:6]1[NH:10][C:9]([C:11]([O:13][CH2:14][CH3:15])=[O:12])=[C:8]([C:16]([O:18][CH2:19][CH3:20])=[O:17])[N:7]=1)[CH3:3] |f:0.1,2.3|. Reported procedure: A solution of the diethyl 2-ethoxymethylimidazole-4,5-dicarboxylate hydrochloride thus obtained in ethyl acetate was neutralized by the addition of a saturated aqueous solution of sodium hydrocarbonate. The ethyl acetate layer was separated, dried over anhydrous magnesium sulfate and concentrated by evaporation under reduced pressure, to give the title compound as crystals, melting at 71°-74° C. Reactants: Fc1ccccc1, O=S(=O)(Cl)Cl, c1ccc2[nH]ccc2c1. Yields the product O=S(=O)(c1ccc(F)cc1)n1ccc2ccccc21. As a reaction SMILES: [F:6][c:7]1[cH:8][cH:9][cH:10][cH:11][cH:12]1.[S:1](=[O:2])(=[O:3])([Cl:4])[Cl:5].[cH:13]1[cH:14][cH:15][c:16]2[nH:17][cH:18][cH:19][c:20]2[cH:21]1>>[S:1](=[O:2])(=[O:3])([c:10]1[cH:9][cH:8][c:7]([F:6])[cH:12][cH:11]1)[n:17]1[c:16]2[cH:15][cH:14][cH:13][cH:21][c:20]2[cH:19][cH:18]1. Starting materials: C(#N)C1=CC(=C(C=C1F)CC(=O)O)F ((4-Cyano-2,5-difluorophenyl)acetic acid), CO (methanol), S(=O)(Cl)Cl (thionyl chloride). Run at temperature 85 celsius. Product: COC(CC1=C(C=C(C(=C1)F)C#N)F)=O (Methyl(4-cyano-2,5-difluorophenyl)acetate). Reaction SMILES: [C:1]([C:3]1[C:8]([F:9])=[CH:7][C:6]([CH2:10][C:11]([OH:13])=[O:12])=[C:5]([F:14])[CH:4]=1)#[N:2].S(Cl)(Cl)=O.[CH3:19]O>>[CH3:19][O:12][C:11](=[O:13])[CH2:10][C:6]1[CH:7]=[C:8]([F:9])[C:3]([C:1]#[N:2])=[CH:4][C:5]=1[F:14]. Reported procedure: (4-Cyano-2,5-difluorophenyl)acetic acid (0.5 g, 2.5 mmol) was dissolved in methanol (20 mL), and thionyl chloride (0.5 mL) was added drop wise to the solution. The reaction was heated to 85° C. for 4 hours. Then it was cooled and evaporated to dryness in vacuo. The residue was partitioned between ethyl acetate and saturated NaHCO3. The organic layer was dried over MgSO4, filtered, and the filtrate was evaporated to dryness under reduced pressure to yield the title compound after purification on ...